From a dataset of the Open Reaction Database (ORD), a public repository of structured organic reaction records. describe an organic reaction: reactants, conditions, products, and yield Starting materials: O=C=NC(=O)C(Br)CBr, Cc1ccccc1, Nc1cccc2ccccc12, c1ccccc1. Yields the product O=C(NC(=O)C(Br)CBr)Nc1cccc2ccccc12. As a reaction SMILES: [Br:1][CH:2]([C:3](=[O:4])[N:5]=[C:6]=[O:7])[CH2:8][Br:9].[CH3:21][c:22]1[cH:23][cH:24][cH:25][cH:26][cH:27]1.[NH2:10][c:11]1[cH:12][cH:13][cH:14][c:15]2[cH:16][cH:17][cH:18][cH:19][c:20]12.[cH:28]1[cH:29][cH:30][cH:31][cH:32][cH:33]1>>[Br:1][CH:2]([C:3](=[O:4])[NH:5][C:6](=[O:7])[NH:10][c:11]1[cH:12][cH:13][cH:14][c:15]2[cH:16][cH:17][cH:18][cH:19][c:20]12)[CH2:8][Br:9].